Dataset: the Open Reaction Database (ORD), a public repository of structured organic reaction records. Task: describe an organic reaction: reactants, conditions, products, and yield The reactants are CC1=C(C=NN1C1=NC=C(C=C1)C(F)(F)F)C(=O)O (5-methyl-1-[5-(trifluoromethyl)pyridin-2-yl]-1H-pyrazole-4-carboxylic acid), CN(C=O)C (N,N-dimethylformamide), S(=O)(Cl)Cl (thionyl chloride). Run in C1(=CC=CC=C1)C (toluene). Reaction conditions: temperature 80 celsius, time 8.5 hour. The product is CC1=C(C=NN1C1=NC=C(C=C1)C(F)(F)F)C(=O)N (5-methyl-1-[5-(trifluoromethyl)pyridin-2-yl]-1H-pyrazole-4-carboxamide). Reaction SMILES: [CH3:1][C:2]1[N:6]([C:7]2[CH:12]=[CH:11][C:10]([C:13]([F:16])([F:15])[F:14])=[CH:9][N:8]=2)[N:5]=[CH:4][C:3]=1[C:17]([OH:19])=O.C[N:21](C)C=O.S(Cl)(Cl)=O>C1(C)C=CC=CC=1>[CH3:1][C:2]1[N:6]([C:7]2[CH:12]=[CH:11][C:10]([C:13]([F:16])([F:15])[F:14])=[CH:9][N:8]=2)[N:5]=[CH:4][C:3]=1[C:17]([NH2:21])=[O:19]. Procedure details: To a suspension of 5-methyl-1-[5-(trifluoromethyl)pyridin-2-yl]-1H-pyrazole-4-carboxylic acid (3.0 g) described in Reference Example 8 in toluene (37 ml) were added N,N-dimethylformamide (catalytic amount) and thionyl chloride (2.2 ml), stirred at 80° C. for 8.5 hours, and then the solvent was evaporated in vacuo. To a solution of the residue in pyridine (20 ml) was added a solution of 4-(5-aminopyridin-2-yl)piperidine-1-carboxylic acid tert-butyl ester (2.8 g) in pyridine (17 ml), stirred at 80... The reactants are Br, CC(=O)O, CC(=O)[O-], COC(=O)CCC(CC(=O)Nc1ccc(C)cc1Cl)c1noc(C2CC(CC(C)(C)C)C2)c1C1CC1, [Na+], O. Product: Cc1ccc(NC(=O)CC(CCC(=O)O)c2noc(C3CC(CC(C)(C)C)C3)c2C2CC2)c(Cl)c1. RXN SMILES: [BrH:41].[CH3:37][C:38](=[O:39])[OH:40].[CH3:43][C:44](=[O:45])[O-:46].[Cl:1][c:2]1[c:3]([NH:9][C:10](=[O:11])[CH2:12][CH:13]([CH2:14][CH2:15][C:16](=[O:17])[O:18][CH3:19])[c:20]2[n:21][o:22][c:23]([CH:28]3[CH2:29][CH:30]([CH2:32][C:33]([CH3:34])([CH3:35])[CH3:36])[CH2:31]3)[c:24]2[CH:25]2[CH2:26][CH2:27]2)[cH:4][cH:5][c:6]([CH3:8])[cH:7]1.[Na+:42].[OH2:47]>>[Cl:1][c:2]1[c:3]([NH:9][C:10](=[O:11])[CH2:12][CH:13]([CH2:14][CH2:15][C:16](=[O:17])[OH:18])[c:20]2[n:21][o:22][c:23]([CH:28]3[CH2:29][CH:30]([CH2:32][C:33]([CH3:34])([CH3:35])[CH3:36])[CH2:31]3)[c:24]2[CH:25]2[CH2:26][CH2:27]2)[cH:4][cH:5][c:6]([CH3:8])[cH:7]1. The reactants are BrC=1C=C2C=CN=C(C2=CC1)C(=O)OCC (ethyl 6-bromo-1-isoquinolinecarboxylate), ClC1=C(C(=CC=C1)Cl)C1=NOC(=C1COC1=CC=C(C=C1)B1OC(C(O1)(C)C)(C)C)C(C)C (3-(2,6-dichlorophenyl)-5-(1-methylethyl)-4-({[4-(4,4,5,5-tetramethyl-1,3,2-dioxaborolan-2-yl)phenyl]oxy}methyl)isoxazole), C1(=CC=CC=C1)P(C1=CC=CC=C1)C1=CC=CC=C1 (triphenylphosphine), P(=O)([O-])([O-])[O-].[K+].[K+].[K+] (potassium phosphate). The reagents and catalysts are C(C)(=O)[O-].[Pd+2].C(C)(=O)[O-] (Palladium(II)acetate). Run in C(C)(=O)OCC (ethyl acetate), O (water), O1CCOCC1 (dioxane), O (Water). Reaction conditions: temperature 60 celsius. Yields the product ClC1=C(C(=CC=C1)Cl)C1=NOC(=C1COC1=CC=C(C=C1)C=1C=C2C=CN=C(C2=CC1)C(=O)OCC)C(C)C (ethyl 6-[4-({[3-(2,6-dichlorophenyl)-5-(1-methylethyl)-4-isoxazolyl]methyl}oxy)phenyl]-1-isoquinolinecarboxylate). Yield: 42.7%. As a reaction SMILES: Br[C:2]1[CH:3]=[C:4]2[C:9](=[CH:10][CH:11]=1)[C:8]([C:12]([O:14][CH2:15][CH3:16])=[O:13])=[N:7][CH:6]=[CH:5]2.[Cl:17][C:18]1[CH:23]=[CH:22][CH:21]=[C:20]([Cl:24])[C:19]=1[C:25]1[C:29]([CH2:30][O:31][C:32]2[CH:37]=[CH:36][C:35](B3OC(C)(C)C(C)(C)O3)=[CH:34][CH:33]=2)=[C:28]([CH:47]([CH3:49])[CH3:48])[O:27][N:26]=1.C1(P(C2C=CC=CC=2)C2C=CC=CC=2)C=CC=CC=1.P([O-])([O-])([O-])=O.[K+].[K+].[K+]>C([O-])(=O)C.[Pd+2].C([O-])(=O)C.C(OCC)(=O)C.O.O1CCOCC1>[Cl:24][C:20]1[CH:21]=[CH:22][CH:23]=[C:18]([Cl:17])[C:19]=1[C:25]1[C:29]([CH2:30][O:31][C:32]2[CH:33]=[CH:34][C:35]([C:2]3[CH:3]=[C:4]4[C:9](=[CH:10][CH:11]=3)[C:8]([C:12]([O:14][CH2:15][CH3:16])=[O:13])=[N:7][CH:6]=[CH:5]4)=[CH:36][CH:37]=2)=[C:28]([CH:47]([CH3:49])[CH3:48])[O:27][N:26]=1 |f:3.4.5.6,7.8.9|. Procedure: Palladium(II)acetate (2.5 mg, 11.2 μmol) was added to ethyl 6-bromo-1-isoquinolinecarboxylate (62.7 mg, 223.8 μmol), 3-(2,6-dichlorophenyl)-5-(1-methylethyl)-4-({[4-(4,4,5,5-tetramethyl-1,3,2-dioxaborolan-2-yl)phenyl]oxy}methyl)isoxazole (109.3 mg, 223.8 μmol), triphenylphosphine (5.9 mg, 22.4 μmol), and potassium phosphate (166.3 mg, 783.4 μmol). Then, dioxane (2.2 mL) was added to the mixture, followed by water (22.4 μL), and the reaction mixture was heated open to the atmosphere at 60° C. in ... The reactants are CC1(C)OC2C=CC(O)C2O1, CN(C)c1ccncc1, COC(=O)Cl, ClCCl, c1ccncc1. Yields the product COC(=O)OC1C=CC2OC(C)(C)OC12. As a reaction SMILES: [CH3:1][C:2]1([CH3:11])[O:3][CH:4]2[CH:5]([O:6]1)[CH:7]=[CH:8][CH:9]2[OH:10].[CH3:26][N:27]([c:28]1[cH:29][cH:30][n:31][cH:32][cH:33]1)[CH3:34].[Cl:18][C:19](=[O:20])[O:21][CH3:22].[Cl:23][CH2:24][Cl:25].[cH:12]1[cH:13][cH:14][n:15][cH:16][cH:17]1>>[CH3:1][C:2]1([CH3:11])[O:3][CH:4]2[CH:5]([O:6]1)[CH:7]=[CH:8][CH:9]2[O:10][C:19](=[O:20])[O:21][CH3:22].